Dataset: the Open Reaction Database (ORD), a public repository of structured organic reaction records. Task: describe an organic reaction: reactants, conditions, products, and yield The reactants are BrC1=C(C=CC(=C1)F)S(=O)(=O)Cl (2-Bromo-4-fluorobenzenesulfonyl chloride), NC1=C(C=2CCC3N(C2C=C1)CCC3)C(=O)OC (methyl 7-amino-1,2,3,3a,4,5-hexahydropyrrolo[1,2-a]quinoline-6-carboxylate), NC1=C(C=2CCC3N(C2C=C1)CCC3)C(=O)OC (methyl 7-amino-1,2,3,3a,4,5-hexahydropyrrolo[1,2-a]quinoline-6-carboxylate). The solvent is N1=CC=CC=C1 (pyridine), C(Cl)Cl (DCM). Run at time 2 hour. Yields the product BrC1=C(C=CC(=C1)F)S(=O)(=O)NC1=C(C=2CCC3N(C2C=C1)CCC3)C(=O)OC (methyl 7-(2-bromo-4-fluorobenzenesulfonylamino)-1,2,3,3a,4,5-hexahydropyrrolo[1,2-a]quinoline-6-carboxylate). The yield is 85.6%. Reaction SMILES: [Br:1][C:2]1[CH:7]=[C:6]([F:8])[CH:5]=[CH:4][C:3]=1[S:9](Cl)(=[O:11])=[O:10].[NH2:13][C:14]1[CH:23]=[CH:22][C:21]2[N:20]3[CH2:24][CH2:25][CH2:26][CH:19]3[CH2:18][CH2:17][C:16]=2[C:15]=1[C:27]([O:29][CH3:30])=[O:28]>N1C=CC=CC=1.C(Cl)Cl>[Br:1][C:2]1[CH:7]=[C:6]([F:8])[CH:5]=[CH:4][C:3]=1[S:9]([NH:13][C:14]1[CH:23]=[CH:22][C:21]2[N:20]3[CH2:24][CH2:25][CH2:26][CH:19]3[CH2:18][CH2:17][C:16]=2[C:15]=1[C:27]([O:29][CH3:30])=[O:28])(=[O:11])=[O:10]. Procedure: 2-Bromo-4-fluorobenzenesulfonyl chloride (0.656 g) was added to a solution of methyl 7-amino-1,2,3,3a,4,5-hexahydropyrrolo[1,2-a]quinoline-6-carboxylate (Intermediate 33, 0.575 g) in pyridine (15 mL) and DCM (15 mL) and the mixture was stirred at room temperature for 2 hours. The mixture was concentrated in vacuo and the residue was partitioned between ethyl acetate and water and the organic layer was dried (Na2SO4) and filtered. The filtrate was concentrated in vacuo and the residue was purifie... Starting materials: ClC1=NC2=CC(=C(C=C2C(N1)=O)OC)OC (2-chloro-6,7-dimethoxy-3H-quinazolin-4-one), C1NCCC2=C(C=CC=C12)C=1C=NC=CC1N (3-(1,2,3,4-tetrahydro-isoquinolin-5-yl)-pyridin-4-ylamine). Solvent: COC(C)O (methoxyethanol). Conditions: temperature 95 celsius, time 18 hour. The product is NC1=C(C=NC=C1)C1=C2CCN(CC2=CC=C1)C1=NC2=CC(=C(C=C2C(N1)=O)OC)OC (2-[5-(4-amino-pyridin-3-yl)-3,4-dihydro-1H-isoquinolin-2-yl]-6,7-dimethoxy-3H-quinazolin-4-one). RXN SMILES: Cl[C:2]1[NH:11][C:10](=[O:12])[C:9]2[C:4](=[CH:5][C:6]([O:15][CH3:16])=[C:7]([O:13][CH3:14])[CH:8]=2)[N:3]=1.[CH2:17]1[C:26]2[C:21](=[C:22]([C:27]3[CH:28]=[N:29][CH:30]=[CH:31][C:32]=3[NH2:33])[CH:23]=[CH:24][CH:25]=2)[CH2:20][CH2:19][NH:18]1>COC(O)C>[NH2:33][C:32]1[CH:31]=[CH:30][N:29]=[CH:28][C:27]=1[C:22]1[CH:23]=[CH:24][CH:25]=[C:26]2[C:21]=1[CH2:20][CH2:19][N:18]([C:2]1[NH:11][C:10](=[O:12])[C:9]3[C:4](=[CH:5][C:6]([O:15][CH3:16])=[C:7]([O:13][CH3:14])[CH:8]=3)[N:3]=1)[CH2:17]2. Procedure: A mixture of 2-chloro-6,7-dimethoxy-3H-quinazolin-4-one 1b (0.076 g, 0.31 mmol) and 3-(1,2,3,4-tetrahydro-isoquinolin-5-yl)-pyridin-4-ylamine (0.075 g, 0.33 mmol) in methoxyethanol (5 mL) was heated to 95° C. with stirring for 18 h the volatiles were evaporated and the residue was purified by flash column eluting with 2% methanol in dichloromethane containing 0.2% of ammonium hydroxide to yield 2-[5-(4-amino-pyridin-3-yl)-3,4-dihydro-1H-isoquinolin-2-yl]-6,7-dimethoxy-3H-quinazolin-4-one 902. Th...